Dataset: the Open Reaction Database (ORD), a public repository of structured organic reaction records. Task: describe an organic reaction: reactants, conditions, products, and yield Starting materials: O1C=NC2=NC=CC=C21 (oxazolo[4,5-b]pyridine), C(C)(C)[Mg]Cl (Isopropylmagnesium chloride), C(C)(C)(C)OC(=O)N[C@H](C=O)CC ((S)-2-(tert-butoxycarbonyl)aminobutyraldehyde). Run in C1CCOC1 (THF), C1CCOC1 (THF). Run at temperature 0 celsius, time 2 hour. Product: C(C)(C)(C)OC(=O)NC([C@H](O)C=1OC=2C(=NC=CC2)N1)C ((S)-2-(tert-butoxycarbonyl)amino-1-(oxazolo[4,5-b]pyridin-2-yl)propan-1-ol). Isolated yield 43.5%. As a reaction SMILES: [O:1]1[C:9]2[C:4](=[N:5][CH:6]=[CH:7][CH:8]=2)[N:3]=[CH:2]1.C([Mg]Cl)(C)C.[C:15]([O:19][C:20]([NH:22][C@@H:23]([CH2:26]C)[CH:24]=[O:25])=[O:21])([CH3:18])([CH3:17])[CH3:16]>C1COCC1>[C:15]([O:19][C:20]([NH:22][CH:23]([CH3:26])[C@@H:24]([C:2]1[O:1][C:9]2[C:4]([N:3]=1)=[N:5][CH:6]=[CH:7][CH:8]=2)[OH:25])=[O:21])([CH3:18])([CH3:17])[CH3:16]. Reported procedure: In a clean roundbottom flask equipped with stir bar was placed oxazolo[4,5-b]pyridine (600 mg, 5 mmol) in 30 mL THF and the reaction mixture was cooled to 0° C. under N2 atmosphere. Isopropylmagnesium chloride (2M in THF, 2.5 ml, 5 mmol ) was added. After stirring for 1 h at 0° C., (S)-2-(tert-butoxycarbonyl)aminobutyraldehyde (573 mg, 3 mmol) in 20 ml THF was added. The ice bath was removed and the reaction mixture was allowed to warm to room temperature. After 2 h, the reaction mixture was que...